This data is from the Open Reaction Database (ORD), a public repository of structured organic reaction records. The task is: describe an organic reaction: reactants, conditions, products, and yield Reactants: ClC1=NC2=C(C=CC=C2C(=N1)N1C(C2=CC=CC=C2CC1)CC)OC (2-Chloro-8-Methoxy-4-(1-Ethyl-1,2,3,4-Tetrahydroisoquinoline-2-Yl)Quinazoline), CC1=C(N)C=CC(=C1)F (2-methyl-4-fluoroaniline). Solvent: CN(C=O)C (dimethyl-formamide). The product is Cl.COC=1C=CC=C2C(=NC(=NC12)NC1=C(C=C(C=C1)F)C)N1C(C2=CC=CC=C2CC1)CC (8-Methoxy-2-(2-Methyl-4-Fluoro-Phenylamino)-4-(1-Ethyl-1,2,3,4-Tetrahydroisoquinoline-2-Yl)Quinazoline Hydrochloride). Yield: 32.0%. As a reaction SMILES: [Cl:1][C:2]1[N:11]=[C:10]([N:12]2[CH2:21][CH2:20][C:19]3[C:14](=[CH:15][CH:16]=[CH:17][CH:18]=3)[CH:13]2[CH2:22][CH3:23])[C:9]2[C:4](=[C:5]([O:24][CH3:25])[CH:6]=[CH:7][CH:8]=2)[N:3]=1.[CH3:26][C:27]1[CH:33]=[C:32]([F:34])[CH:31]=[CH:30][C:28]=1[NH2:29]>CN(C)C=O>[ClH:1].[CH3:25][O:24][C:5]1[CH:6]=[CH:7][CH:8]=[C:9]2[C:4]=1[N:3]=[C:2]([NH:29][C:28]1[CH:30]=[CH:31][C:32]([F:34])=[CH:33][C:27]=1[CH3:26])[N:11]=[C:10]2[N:12]1[CH2:21][CH2:20][C:19]2[C:14](=[CH:15][CH:16]=[CH:17][CH:18]=2)[CH:13]1[CH2:22][CH3:23] |f:3.4|. Procedure: In accordance with the same procedures as in Example 18, except that to a mixture of 1.5 g of the compound (4.63 mM) prepared in Example 10 and 15 ml of dimethyl-formamide, 0.80 ml of 2-methyl-4-fluoroaniline(9.73 mM) was added, 0.70 g of the title compound was prepared. The reactants are CC(C#N)(N1CCC(CC1)N1C(NC2=C1C=CC=C2)=O)C (2,2-dimethyl-2-[4-(2-keto-1-benzimidazolinyl)piperidinyl]acetonitrile), C1(=CC=CC=C1)[Mg]Br (phenylmagnesium bromide). The product is CC(C)(C1=CC=CC=C1)N1CCC(CC1)N1C(NC2=C1C=CC=C2)=O (1-[1-(1-Methyl-1-phenylethyl)-4-piperidinyl]-1,3-dihydro-2H-1,3-benzimidazol-2-one). Yield: 59.0%. Reaction SMILES: [CH3:1][C:2]([CH3:21])([N:5]1[CH2:10][CH2:9][CH:8]([N:11]2[C:15]3[CH:16]=[CH:17][CH:18]=[CH:19][C:14]=3[NH:13][C:12]2=[O:20])[CH2:7][CH2:6]1)[C:3]#N.[C:22]1([Mg]Br)[CH:27]=[CH:26]C=[CH:24][CH:23]=1>>[CH3:1][C:2]([N:5]1[CH2:6][CH2:7][CH:8]([N:11]2[C:15]3[CH:16]=[CH:17][CH:18]=[CH:19][C:14]=3[NH:13][C:12]2=[O:20])[CH2:9][CH2:10]1)([C:3]1[CH:26]=[CH:27][CH:22]=[CH:23][CH:24]=1)[CH3:21]. Reported procedure: This was prepared according to the procedure described in Example 1 using 2,2-dimethyl-2-[4-(2-keto-1-benzimidazolinyl)piperidinyl]acetonitrile and phenylmagnesium bromide. Yield was 59%.